This data is from the Open Reaction Database (ORD), a public repository of structured organic reaction records. The task is: describe an organic reaction: reactants, conditions, products, and yield The reactants are CCC1(CC(=O)OC)OCCc2c1[nH]c1c(CC=O)c(F)ccc21, ClCCl, [Na+], O=C([O-])O, O. The product is C=CCc1c(F)ccc2c3c([nH]c12)C(CC)(CC(=O)OC)OCC3. Reaction SMILES: [CH3:1][O:2][C:3]([CH2:4][C:5]1([CH2:22][CH3:23])[O:6][CH2:7][CH2:8][c:9]2[c:10]1[nH:11][c:12]1[c:13]([CH2:19][CH:20]=[O:21])[c:14]([F:18])[cH:15][cH:16][c:17]21)=[O:24].[Cl:30][CH2:31][Cl:32].[Na+:29].[O-:25][C:26]([OH:27])=[O:28].[OH2:33]>>[CH3:1][O:2][C:3]([CH2:4][C:5]1([CH2:22][CH3:23])[O:6][CH2:7][CH2:8][c:9]2[c:10]1[nH:11][c:12]1[c:13]([CH2:19][CH:20]=[CH2:26])[c:14]([F:18])[cH:15][cH:16][c:17]21)=[O:24]. Starting materials: CON=C(C(=O)NC1C(=O)N2C(C(=O)OC(c3ccccc3)c3ccccc3)=C(OS(=O)(=O)C(F)(F)F)CCC12)c1nc(N)sc1Cl, CC(C)(C)OC(=O)NCc1ncccc1S. Yields the product CON=C(C(=O)NC1C(=O)N2C(C(=O)OC(c3ccccc3)c3ccccc3)=C(Sc3cccnc3CNC(=O)OC(C)(C)C)CCC12)c1nc(N)sc1Cl. As a reaction SMILES: [NH2:1][c:2]1[s:3][c:4]([Cl:47])[c:5]([C:7]([C:8](=[O:9])[NH:10][CH:11]2[CH:12]3[CH2:13][CH2:14][C:15]([O:36][S:37]([C:38]([F:39])([F:40])[F:41])(=[O:42])=[O:43])=[C:16]([C:20](=[O:21])[O:22][CH:23]([c:24]4[cH:25][cH:26][cH:27][cH:28][cH:29]4)[c:30]4[cH:31][cH:32][cH:33][cH:34][cH:35]4)[N:17]3[C:18]2=[O:19])=[N:44][O:45][CH3:46])[n:6]1.[SH:48][c:49]1[c:50]([CH2:55][NH:56][C:57]([O:58][C:59]([CH3:60])([CH3:61])[CH3:62])=[O:63])[n:51][cH:52][cH:53][cH:54]1>>[NH2:1][c:2]1[s:3][c:4]([Cl:47])[c:5]([C:7]([C:8](=[O:9])[NH:10][CH:11]2[CH:12]3[CH2:13][CH2:14][C:15]([S:48][c:49]4[c:50]([CH2:55][NH:56][C:57]([O:58][C:59]([CH3:60])([CH3:61])[CH3:62])=[O:63])[n:51][cH:52][cH:53][cH:54]4)=[C:16]([C:20](=[O:21])[O:22][CH:23]([c:24]4[cH:25][cH:26][cH:27][cH:28][cH:29]4)[c:30]4[cH:31][cH:32][cH:33][cH:34][cH:35]4)[N:17]3[C:18]2=[O:19])=[N:44][O:45][CH3:46])[n:6]1. The reactants are CCOC(C)=O, COC(=O)Cl, O=C1C=CC(=O)N1. Product: COC(=O)N1C(=O)C=CC1=O. Reaction SMILES: [CH3:13][CH2:14][O:15][C:16]([CH3:17])=[O:18].[CH3:1][O:2][C:3](=[O:4])[Cl:5].[O:6]=[C:7]1[NH:8][C:9](=[O:10])[CH:11]=[CH:12]1>>[CH3:1][O:2][C:3](=[O:4])[N:8]1[C:7](=[O:6])[CH:12]=[CH:11][C:9]1=[O:10].